This data is from the Open Reaction Database (ORD), a public repository of structured organic reaction records. The task is: describe an organic reaction: reactants, conditions, products, and yield Starting materials: C(C)OCCN1C=C(C=2C1=NC=CC2)N2CCCCC2 (1-(2-ethoxyethyl)-3-piperidin yl-1H-pyrrolo[2,3-b]pyridine), COC(C1=C(C=C(C=C1)OC)OCCCl)=O (2-(2-chloroethoxy)-4-methoxy-benzoic acid methyl ester). The product is COC(C1=C(C=C(C=C1)OC)OCCN1CCC(CC1)C1=CN(C2=NC=CC=C21)CCOCC)=O (2-(2-{4-[1-(2-ethoxyethyl)-1H-pyrrolo[2,3-b]pyridin-3-yl]-piperidin-1-yl}-ethoxy)-4-methoxy-benzoic acid methyl ester). The yield is 87.6%. As a reaction SMILES: [CH2:1]([O:3][CH2:4][CH2:5][N:6]1[C:10]2=[N:11][CH:12]=[CH:13][CH:14]=[C:9]2[C:8](N2CCCCC2)=[CH:7]1)[CH3:2].[CH3:21][O:22][C:23](=[O:36])[C:24]1[CH:29]=[CH:28][C:27]([O:30][CH3:31])=[CH:26][C:25]=1[O:32][CH2:33][CH2:34]Cl>>[CH3:21][O:22][C:23](=[O:36])[C:24]1[CH:29]=[CH:28][C:27]([O:30][CH3:31])=[CH:26][C:25]=1[O:32][CH2:33][CH2:34][N:11]1[CH2:12][CH2:13][CH:14]([C:8]2[C:9]3[C:10](=[N:11][CH:12]=[CH:13][CH:14]=3)[N:6]([CH2:5][CH2:4][O:3][CH2:1][CH3:2])[CH:7]=2)[CH2:9][CH2:10]1. Procedure details: This compound was prepared following the procedure described in example 4, part E, starting with 3 g (10.9 mmol) of 1-(2-ethoxyethyl)-3-piperidin yl-1H-pyrrolo[2,3-b]pyridine and 4 g (16.5 mmol) of 2-(2-chloroethoxy)-4-methoxy-benzoic acid methyl ester. After standard work-up and purification, 2.3 g (44% yield) of 2-(2-{4-[1-(2-ethoxyethyl)-1H-pyrrolo[2,3-b]pyridin-3-yl]-piperidin-1-yl}-ethoxy)-4-methoxy-benzoic acid methyl ester were obtained. The reactants are [N+](=O)([O-])[O-].[NH4+] (ammonium nitrate), CC(=CCOC=CC(=C)C)C (1-(3-methyl-2-butenyloxy)-3-methyl-1,3-butadiene). Run in C=1(C(=CC=CC1)C)C (xylene). Conditions: temperature 100 celsius. Yields the product CC(=CCOC(C=C(C)C)OCC=C(C)C)C (1,1-di-(3-methyl-2-butenyloxy)-3-methyl-2-butene). Reaction SMILES: [N+]([O-])([O-])=O.[NH4+].[CH3:6][C:7]([CH3:16])=[CH:8][CH2:9][O:10][CH:11]=[CH:12][C:13]([CH3:15])=[CH2:14]>C1(C)C(C)=CC=CC=1>[CH3:14][C:13]([CH3:15])=[CH:12][CH2:11][O:10][CH:9]([O:10][CH2:9][CH:8]=[C:7]([CH3:16])[CH3:6])[CH:8]=[C:7]([CH3:16])[CH3:6] |f:0.1|. Procedure details: 20 Parts of 1,1-di-(3-methyl-2-butenyloxy)-3-methyl-2-butene which was synthesized in Example 1, 43 parts of xylene, and 0.1 part of ammonium nitrate were charged in a flask, and the xylene was distilled off under reduced pressure (20 mmHg). Thereafter the bath temperature was maintained at not higher than 100°C., and the distillate was collected until the reaction was completed. Re-distilling the so obtained distillate, 5.15 parts of a fraction of a distillate boiling at 46.5°C./0.1 mmHg was ob... The reactants are COC1=NNC2=CC=C(C=C12)C=O (3-Methoxy-1H-indazole-5-carbaldehyde), C(#N)\C=C(\C)/[O-].[Na+] (sodium (1Z)-1-cyanoprop-1-en-2-olate), C(C)(=O)O (acetic acid), N1CCCCC1 (piperidine). Solvent: ClCCl (dichloromethane), O (water). Yields the product COC1=NNC2=CC=C(C=C12)\C=C(/C#N)\C(C)=O ((2E)-2-[(3-Methoxy-1H-indazol-5-yl)methylidene]-3-oxobutanenitrile). As a reaction SMILES: [CH3:1][O:2][C:3]1[C:11]2[C:6](=[CH:7][CH:8]=[C:9]([CH:12]=O)[CH:10]=2)[NH:5][N:4]=1.[C:14](/[CH:16]=[C:17](\[O-:19])/[CH3:18])#[N:15].[Na+].C(O)(=O)C.N1CCCCC1>ClCCl.O>[CH3:1][O:2][C:3]1[C:11]2[C:6](=[CH:7][CH:8]=[C:9](/[CH:12]=[C:16](/[C:17](=[O:19])[CH3:18])\[C:14]#[N:15])[CH:10]=2)[NH:5][N:4]=1 |f:1.2|. Reported procedure: A mixture of 300 mg (1.704 mmol) 3-methoxy-1H-indazole-5-carbaldehyde (Example 7A), 151 mg (1.442 mmol) sodium (1Z)-1-cyanoprop-1-en-2-olate, 93 μl (1.639 mmol) acetic acid and 11 mg (0.131 mmol) piperidine in dry dichloromethane (10 ml) was refluxed overnight employing a water separator. Upon cooling, a precipitate was formed which was removed by filtration. The filtrate thus obtained was concentrated, and the residue was purified by preparative RP-HPLC (acetonitrile/water gradient) to afford 4... Starting materials: ClC1=NC(=NC(=C1)Cl)NCC ((4,6-dichloropyrimidin-2-yl)-ethylamine), [K].S(N)(=O)(=O)C1=CC=C(C=C1)NC(C)=O (N-(4-sulfamoyl-phenyl)-acetamide potassium salt). Run in CN1C(CCC1)=O (1-methyl-2-pyrrolidone). Product: ClC1=CC(=NC(=N1)NCC)NS(=O)(=O)C1=CC=C(C=C1)NC(C)=O (N-[4-(6-chloro-2-ethylamino-pyrimidin-4-ylsulfamoyl)-phenyl]-acetamide). Yield: 70.8%. RXN SMILES: Cl[C:2]1[CH:7]=[C:6]([Cl:8])[N:5]=[C:4]([NH:9][CH2:10][CH3:11])[N:3]=1.[K].[S:13]([C:17]1[CH:22]=[CH:21][C:20]([NH:23][C:24](=[O:26])[CH3:25])=[CH:19][CH:18]=1)(=[O:16])(=[O:15])[NH2:14]>CN1CCCC1=O>[Cl:8][C:6]1[N:5]=[C:4]([NH:9][CH2:10][CH3:11])[N:3]=[C:2]([NH:14][S:13]([C:17]2[CH:18]=[CH:19][C:20]([NH:23][C:24](=[O:26])[CH3:25])=[CH:21][CH:22]=2)(=[O:15])=[O:16])[CH:7]=1 |f:1.2,^1:11|. Procedure details: 2.0 g (0.011 mol) of (4,6-dichloropyrimidin-2-yl)-ethylamine and 5.67 g (0.022 mol) of N-(4-sulfamoyl-phenyl)-acetamide potassium salt were stirred in 10 ml of 1-methyl-2-pyrrolidone at 140° C. for 8 hours. Then, the solvent was distilled off in a high vacuum, the residue was partitioned in ethyl acetate/water, the inorganic phase was saturated with sodium chloride and the residual ethyl acetate dissolved in the aqueous phase was distilled off on a rotary evaporator. The aqueous phase was made a...